This data is from the Open Reaction Database (ORD), a public repository of structured organic reaction records. The task is: describe an organic reaction: reactants, conditions, products, and yield Starting materials: F[B-](F)(F)F, CCN(C(C)C)C(C)C, CN(C)C=O, OCC1CNCC1c1ccccc1, CN(C)C(On1nnc2ccccc21)=[N+](C)C, O=C(O)c1cnoc1-c1ccccn1. The product is O=C(c1cnoc1-c1ccccn1)N1CC(CO)C(c2ccccc2)C1. Reaction SMILES: [B-:14]([F:15])([F:16])([F:17])[F:18].[CH2:36]([N:37]([CH:38]([CH3:39])[CH3:40])[CH:41]([CH3:42])[CH3:43])[CH3:44].[O:59]=[CH:60][N:61]([CH3:62])[CH3:63].[c:1]1([CH:7]2[CH:8]([CH2:12][OH:13])[CH2:9][NH:10][CH2:11]2)[cH:2][cH:3][cH:4][cH:5][cH:6]1.[n:19]1([O:20][C:21]([N:22]([CH3:23])[CH3:24])=[N+:25]([CH3:26])[CH3:27])[c:28]2[cH:29][cH:30][cH:31][cH:32][c:33]2[n:34][n:35]1.[n:45]1[c:46](-[c:51]2[c:52]([C:56](=[O:57])[OH:58])[cH:53][n:54][o:55]2)[cH:47][cH:48][cH:49][cH:50]1>>[c:1]1([CH:7]2[CH:8]([CH2:12][OH:13])[CH2:9][N:10]([C:56]([c:52]3[c:51](-[c:46]4[n:45][cH:50][cH:49][cH:48][cH:47]4)[o:55][n:54][cH:53]3)=[O:57])[CH2:11]2)[cH:2][cH:3][cH:4][cH:5][cH:6]1. The reactants are C1COCCO1, CCOC(=O)c1cccn1-c1ccc(Cl)c(COc2cccc3c(-n4cccn4)cc(C)nc23)c1Cl, [Na+], [OH-]. Yields the product Cc1cc(-n2cccn2)c2cccc(OCc3c(Cl)ccc(-n4cccc4C(=O)O)c3Cl)c2n1. RXN SMILES: [CH2:39]1[O:40][CH2:41][CH2:42][O:43][CH2:44]1.[Cl:1][c:2]1[c:3](-[n:27]2[c:28]([C:32](=[O:33])[O:34][CH2:35][CH3:36])[cH:29][cH:30][cH:31]2)[cH:4][cH:5][c:6]([Cl:26])[c:7]1[CH2:8][O:9][c:10]1[cH:11][cH:12][cH:13][c:14]2[c:15](-[n:21]3[n:22][cH:23][cH:24][cH:25]3)[cH:16][c:17]([CH3:20])[n:18][c:19]12.[Na+:38].[OH-:37]>>[Cl:1][c:2]1[c:3](-[n:27]2[c:28]([C:32](=[O:33])[OH:34])[cH:29][cH:30][cH:31]2)[cH:4][cH:5][c:6]([Cl:26])[c:7]1[CH2:8][O:9][c:10]1[cH:11][cH:12][cH:13][c:14]2[c:15](-[n:21]3[n:22][cH:23][cH:24][cH:25]3)[cH:16][c:17]([CH3:20])[n:18][c:19]12. Starting materials: N1C(=O)N=C(N)C=C1 (Cytosine), COC(N(C)C)OC (dimethyl-formamide-dimethylacetal), FC(C(=O)O)(F)F (trifluoroacetic acid). Conditions: temperature 120 celsius, time 18 hour. Yields the product CN(C)C=NC1=NC(N(C=C1)C)=O (4-N—(N,N-dimethylaminomethylene)-1-methylcytosine). Reaction SMILES: [NH:1]1[CH:8]=[CH:7][C:5]([NH2:6])=[N:4][C:2]1=[O:3].F[C:10](F)(F)C(O)=O.CO[CH:18](OC)[N:19]([CH3:21])[CH3:20]>>[CH3:18][N:19]([CH:21]=[N:6][C:5]1[CH:7]=[CH:8][N:1]([CH3:10])[C:2](=[O:3])[N:4]=1)[CH3:20]. Procedure: Cytosine (3.0 g, 27 mmol) and dimethyl-formamide-dimethylacetal (40 mL) was added to 100 mL mad apple-type flask with a magnetic stirrer, heated at 120° C. with constant stirring. Then, trifluoroacetic acid (0.2 mL) was added and the mixture was allowed to stir for 18 hr. The reacting solution was cooled to room temperature, followed by cooling in ice bath. The white precipitation was filtrated, dissolved in dichloromethane and ethanol, and changed to powders by hexane. The solids were collected... Starting materials: compound 759, ClC=1C=C(CN(C(=O)C=2CN(C(C2O)=O)CCN2CCNCC2)C)C=CC1Cl (4-hydroxy-5-oxo-1-(2-piperazin-1-yl-ethyl)-2,5-dihydro-1H-pyrrole-3-carboxylic acid (3,4-dichloro-benzyl)-methyl-amide), CS(=O)(=O)Cl (methanesulfonyl chloride). Yields the product ClC=1C=C(CN(C(=O)C=2CN(C(C2O)=O)CCN2CCN(CC2)S(=O)(=O)C)C)C=CC1Cl (4-Hydroxy-1-[2-(4-methanesulfonyl-piperazin-1-yl)-ethyl]-5-oxo-2,5-dihydro-1H-pyrrole-3-carboxylic acid (3,4-dichloro-benzyl)-methyl-amide), solid. Isolated yield 12.0%. RXN SMILES: [Cl:1][C:2]1[CH:3]=[C:4]([CH:25]=[CH:26][C:27]=1[Cl:28])[CH2:5][N:6]([CH3:24])[C:7]([C:9]1[CH2:10][N:11]([CH2:16][CH2:17][N:18]2[CH2:23][CH2:22][NH:21][CH2:20][CH2:19]2)[C:12](=[O:15])[C:13]=1[OH:14])=[O:8].[CH3:29][S:30](Cl)(=[O:32])=[O:31]>>[Cl:1][C:2]1[CH:3]=[C:4]([CH:25]=[CH:26][C:27]=1[Cl:28])[CH2:5][N:6]([CH3:24])[C:7]([C:9]1[CH2:10][N:11]([CH2:16][CH2:17][N:18]2[CH2:19][CH2:20][N:21]([S:30]([CH3:29])(=[O:32])=[O:31])[CH2:22][CH2:23]2)[C:12](=[O:15])[C:13]=1[OH:14])=[O:8]. Procedure: Compound 764 was prepared from 4-hydroxy-5-oxo-1-(2-piperazin-1-yl-ethyl)-2,5-dihydro-1H-pyrrole-3-carboxylic acid (3,4-dichloro-benzyl)-methyl-amide and methanesulfonyl chloride using the method described for compound 759. The title compound was purified by preparative HPLC (C18, ODS-A, S-75 μm, 10%–20%–30% acetonitrile/water/0.5% HCl) and isolated as a brown solid (0.0140 g, 12% yield). HRMS (M+H) calcd for C20H27N4Cl2O5S: 505.10793. found: 505.1095. The reactants are C(C)(C)(C)OC(COC1=CC(=C(C(=C1)C(=O)OC)[N+](=O)[O-])C(=O)OC)=O (tert-butyl-(3,5-dicarbomethoxy-4-nitrophenoxy)acetate), O.C1(=CC=C(C=C1)S(=O)(=O)O)C (p-toluenesulfonic acid monohydrate). Run in C1=CC=CC=C1 (benzene). Yields the product C(=O)(OC)C=1C=C(OCC(=O)O)C=C(C1[N+](=O)[O-])C(=O)OC ((3,5-dicarbomethoxy-4-nitrophenoxy)acetic acid). As a reaction SMILES: C([O:5][C:6](=[O:26])[CH2:7][O:8][C:9]1[CH:14]=[C:13]([C:15]([O:17][CH3:18])=[O:16])[C:12]([N+:19]([O-:21])=[O:20])=[C:11]([C:22]([O:24][CH3:25])=[O:23])[CH:10]=1)(C)(C)C.O.C1(C)C=CC(S(O)(=O)=O)=CC=1>C1C=CC=CC=1>[C:22]([C:11]1[CH:10]=[C:9]([CH:14]=[C:13]([C:15]([O:17][CH3:18])=[O:16])[C:12]=1[N+:19]([O-:21])=[O:20])[O:8][CH2:7][C:6]([OH:26])=[O:5])([O:24][CH3:25])=[O:23] |f:1.2|. Reported procedure: To a solution of 3.28 g. of tert-butyl-(3,5-dicarbomethoxy-4-nitrophenoxy)acetate in 20 ml. of benzene are added 100 mg. of p-toluenesulfonic acid monohydrate. The solution is stirred and refluxed for 30 min. After this time, the reaction is cooled and the precipitate collected. Yield 2.4 g.; m.p. 151°-152° C. The reactants are ClC1=C(C=C(C=C1)F)C (2-chloro-5-fluorotoluene), S(O)(O)(=O)=O (sulfuric acid), chromic anhydride, ice water. Solvent: C(C)(=O)OC(C)=O (acetic anhydride), C(C)(=O)OC(C)=O (acetic anhydride). Run at time 1 hour. The product is ClC1=C(C=O)C=C(C=C1)F (2-chloro-5-fluorobenzaldehyde). Reaction SMILES: [Cl:1][C:2]1[CH:7]=[CH:6][C:5]([F:8])=[CH:4][C:3]=1[CH3:9].S(=O)(=O)(O)[OH:11]>C(OC(=O)C)(=O)C>[Cl:1][C:2]1[CH:7]=[CH:6][C:5]([F:8])=[CH:4][C:3]=1[CH:9]=[O:11]. Procedure details: A solution of 2-chloro-5-fluorotoluene (5.0 g) in acetic anhydride (40 ml) was treated dropwise with concentrated sulfuric acid (40 ml) with cooling on ice. Subsequently, a solution of chromic anhydride (9.3 g) in acetic anhydride (40 ml) was added dropwise over a period of 2 hours. At the same temperature, the mixture was stirred for 1 hour, and added to an ice-water. The mixture was extracted with diethyl ether and the organic layer was washed successively with aqueous sodium carbonate, water ...